Dataset: the Open Reaction Database (ORD), a public repository of structured organic reaction records. Task: describe an organic reaction: reactants, conditions, products, and yield The reactants are C(C)(C)(C)[Li] (tert-Butyllithium), BrC1=CC(=C(C=C1)Cl)Cl (4-bromo-1,2-dichlorobenzene), C(C)(C)(C)OC(=O)N1CC(CC1)C(N(C)OC)=O (3-(methoxy-methyl-carbamoyl)-pyrrolidine-1-carboxylic acid tert-butyl ester). Solvent: C1CCOC1 (THF), C1CCOC1 (THF). Conditions: temperature -78 celsius, time 15 minute. Product: C(C)(C)(C)OC(=O)N1CC(CC1)C(C1=CC(=C(C=C1)Cl)Cl)=O (3-(3,4-dichloro-benzoyl)-pyrrolidine-1-carboxylic acid tert-butyl ester). Isolated yield 21.5%. Reaction SMILES: C([Li])(C)(C)C.Br[C:7]1[CH:12]=[CH:11][C:10]([Cl:13])=[C:9]([Cl:14])[CH:8]=1.[C:15]([O:19][C:20]([N:22]1[CH2:26][CH2:25][CH:24]([C:27](=[O:32])N(OC)C)[CH2:23]1)=[O:21])([CH3:18])([CH3:17])[CH3:16]>C1COCC1>[C:15]([O:19][C:20]([N:22]1[CH2:26][CH2:25][CH:24]([C:27](=[O:32])[C:7]2[CH:12]=[CH:11][C:10]([Cl:13])=[C:9]([Cl:14])[CH:8]=2)[CH2:23]1)=[O:21])([CH3:18])([CH3:17])[CH3:16]. Procedure: tert-Butyllithium (1.7 M in pentane, 2.5 mL, 4.25 mmol) was added at −78° C. to a solution of 4-bromo-1,2-dichlorobenzene (435 mg, 1.93 mmol) in THF (10 mL) under nitrogen atmosphere. The resulting solution was stirred at −78° C. for 15 minutes, and then a solution of 3-(methoxy-methyl-carbamoyl)-pyrrolidine-1-carboxylic acid tert-butyl ester (500 mg, 1.93 mmol) in THF (2 mL) was slowly added. The reaction mixture was stirred at −78° C. for 20 minutes and then warmed up to room temperature over ... Reactants: BrCc1ccccc1, Brc1ccc2[nH]ccc2c1, CS(C)=O, [Na+], [OH-], O. Yields the product Brc1ccc2c(ccn2Cc2ccccc2)c1. As a reaction SMILES: [Br:13][CH2:14][c:15]1[cH:16][cH:17][cH:18][cH:19][cH:20]1.[Br:1][c:2]1[cH:3][c:4]2[cH:5][cH:6][nH:7][c:8]2[cH:9][cH:10]1.[CH3:21][S:22]([CH3:23])=[O:24].[Na+:12].[OH-:11].[OH2:25]>>[Br:1][c:2]1[cH:3][c:4]2[cH:5][cH:6][n:7]([CH2:14][c:15]3[cH:16][cH:17][cH:18][cH:19][cH:20]3)[c:8]2[cH:9][cH:10]1. Reactants: O=C([O-])[O-], Cc1cccc(CBr)c1, CC#N, COC(=O)C(=O)Nc1ccc(-c2ccc(OC(F)(F)F)cc2)cc1, [K+], [K+], C1COCCOCCOCCOCCOCCO1, O. The product is COC(=O)C(=O)N(Cc1cccc(C)c1)c1ccc(-c2ccc(OC(F)(F)F)cc2)cc1. Reaction SMILES: [C:34](=[O:35])([O-:36])[O-:37].[CH3:25][c:26]1[cH:27][c:28]([CH2:29][Br:30])[cH:31][cH:32][cH:33]1.[CH3:59][C:60]#[N:61].[F:1][C:2]([O:3][c:4]1[cH:5][cH:6][c:7](-[c:10]2[cH:11][cH:12][c:13]([NH:16][C:17]([C:18](=[O:19])[O:20][CH3:21])=[O:22])[cH:14][cH:15]2)[cH:8][cH:9]1)([F:23])[F:24].[K+:38].[K+:39].[O:40]1[CH2:41][CH2:42][O:43][CH2:44][CH2:45][O:46][CH2:47][CH2:48][O:49][CH2:50][CH2:51][O:52][CH2:53][CH2:54][O:55][CH2:56][CH2:57]1.[OH2:58]>>[F:1][C:2]([O:3][c:4]1[cH:5][cH:6][c:7](-[c:10]2[cH:11][cH:12][c:13]([N:16]([C:17]([C:18](=[O:19])[O:20][CH3:21])=[O:22])[CH2:29][c:28]3[cH:27][c:26]([CH3:25])[cH:33][cH:32][cH:31]3)[cH:14][cH:15]2)[cH:8][cH:9]1)([F:23])[F:24]. Reactants: C([O-])([O-])=O.[K+].[K+] (potassium carbonate), Cl.NCC[C@@H](C[C@@H]([C@H](CC1CCCCC1)NC(=O)[C@H](CC=1N=CNC1)NC(=O)[C@H](CC1=CC=CC=C1)NC(OC(C)(C)C)=O)O)C(C)C (t-butyl [(S)-α-[[(S)-1-[[(1S,2S,4S)-6-amino-1-(cyclohexylmethyl)-2-hydroxy-4-isopropylhexyl]carbamoyl]-2-imidazol-4-ylethyl]carbamoyl]phenethyl]carbamate hydrochloride), CSC(=N)NC(OCC1=CC=CC=C1)=O (benzyl [(methylthio)formimidoyl]carbamate), CCN(C(C)C)C(C)C (Hunig base). The solvent is C(C)O (ethanol). Product: C(C)(C)(C)OC(=O)N[C@@H](CC1=CC=CC=C1)C(=O)N[C@@H](CC1=CNC=N1)C(=O)N[C@H]([C@H](C[C@H](CCNC(=N)NC(OCC1=CC=CC=C1)=O)C(C)C)O)CC1CCCCC1 (benzyl [N-[(3S,5S,6S)-6-[[N-[N-(t-butoxycarbonyl)-3-phenyl-L-alanyl]-L-histidyl]amino]-7-cyclohexyl-5-hydroxy-3-isopropylheptyl]amidino]carbamate). Isolated yield 80.0%. RXN SMILES: Cl.[NH2:2][CH2:3][CH2:4][C@H:5]([CH:46]([CH3:48])[CH3:47])[CH2:6][C@H:7]([OH:45])[C@@H:8]([NH:16][C:17]([C@@H:19]([NH:26][C:27]([C@@H:29]([NH:37][C:38](=[O:44])[O:39][C:40]([CH3:43])([CH3:42])[CH3:41])[CH2:30][C:31]1[CH:36]=[CH:35][CH:34]=[CH:33][CH:32]=1)=[O:28])[CH2:20][C:21]1[N:22]=[CH:23][NH:24][CH:25]=1)=[O:18])[CH2:9][CH:10]1[CH2:15][CH2:14][CH2:13][CH2:12][CH2:11]1.CS[C:51]([NH:53][C:54](=[O:63])[O:55][CH2:56][C:57]1[CH:62]=[CH:61][CH:60]=[CH:59][CH:58]=1)=[NH:52].CCN(C(C)C)C(C)C.C(=O)([O-])[O-].[K+].[K+]>C(O)C>[C:40]([O:39][C:38]([NH:37][C@H:29]([C:27]([NH:26][C@H:19]([C:17]([NH:16][C@@H:8]([CH2:9][CH:10]1[CH2:15][CH2:14][CH2:13][CH2:12][CH2:11]1)[C@@H:7]([OH:45])[CH2:6][C@@H:5]([CH:46]([CH3:48])[CH3:47])[CH2:4][CH2:3][NH:2][C:51]([NH:53][C:54](=[O:63])[O:55][CH2:56][C:57]1[CH:58]=[CH:59][CH:60]=[CH:61][CH:62]=1)=[NH:52])=[O:18])[CH2:20][C:21]1[N:22]=[CH:23][NH:24][CH:25]=1)=[O:28])[CH2:30][C:31]1[CH:32]=[CH:33][CH:34]=[CH:35][CH:36]=1)=[O:44])([CH3:43])([CH3:41])[CH3:42] |f:0.1,4.5.6|. Reported procedure: 0.136 g (0.197 mmol) of t-butyl [(S)-α-[[(S)-1-[[(1S,2S,4S)-6-amino-1-(cyclohexylmethyl)-2-hydroxy-4-isopropylhexyl]carbamoyl]-2-imidazol-4-ylethyl]carbamoyl]phenethyl]carbamate hydrochloride, 0.051 g (0.2 mmol) of benzyl [(methylthio)formimidoyl]carbamate and 0.07 ml (0.34 mmol) of Hunig base in 1 ml of absolute ethanol are stirred at 70° under argon for 3 hours. Thereafter, the reaction mixture is cooled, poured into 2N potassium carbonate solution and extracted with methylene chloride. The me...